Dataset: the Open Reaction Database (ORD), a public repository of structured organic reaction records. Task: describe an organic reaction: reactants, conditions, products, and yield Reactants: CO.CC(=O)O.C(Cl)Cl (MeOH AcOH CH2Cl2), C1(CCCCC1)CCCCNC(=O)C(=C)NC(=O)C1=CC=C(C=C1)\C(=C/CCCCC(=O)O)\C=1C=NC=CC1 ((E)-7-[4-[[[1-[[(4-cyclohexylbutyl)amino]carbonyl]-eth-1-enyl]amino]carbonyl]phenyl]-7-(3-pyridyl)-hept-6-enoic acid), (4S)-4,5-dihydro-2-[4-(3-pyridylcarbonyl)phenyl]oxazole 4-[N-(4-cyclohexylbutyl)]-L-serinamide, [Br-].C(=O)(O)CCCCC[P+](C1=CC=CC=C1)(C1=CC=CC=C1)C1=CC=CC=C1 ((5-carboxypentyl)triphenylphosphonium bromide), CC(C)(C)[O-].[K+] (t-BuOK). Run in C1CCOC1 (THF). Product: C1(CCCCC1)CCCCNC(=O)[C@H]1N=C(OC1)C1=CC=C(C=C1)\C(=C/CCCCC(=O)O)\C=1C=NC=CC1 ((4S)-(E)-7-[4-[4-[[(4-Cyclohexylbutyl)amino]carbonyl]-4,5-dihydro-2-oxazolyl]phenyl]-7-(3-pyridyl)hept-6-enoic Acid). The yield is 38.0%. Reaction SMILES: [Br-].C(CCCCC[P+](C1C=CC=CC=1)(C1C=CC=CC=1)C1C=CC=CC=1)(O)=O.CC([O-])(C)C.[K+].CO.CC(O)=O.C(Cl)Cl.[CH:44]1([CH2:50][CH2:51][CH2:52][CH2:53][NH:54][C:55]([C:57]([NH:59][C:60]([C:62]2[CH:67]=[CH:66][C:65](/[C:68](/[C:77]3[CH:78]=[N:79][CH:80]=[CH:81][CH:82]=3)=[CH:69]\[CH2:70][CH2:71][CH2:72][CH2:73][C:74]([OH:76])=[O:75])=[CH:64][CH:63]=2)=[O:61])=[CH2:58])=[O:56])[CH2:49][CH2:48][CH2:47][CH2:46][CH2:45]1>C1COCC1>[CH:44]1([CH2:50][CH2:51][CH2:52][CH2:53][NH:54][C:55]([C@@H:57]2[CH2:58][O:61][C:60]([C:62]3[CH:63]=[CH:64][C:65](/[C:68](/[C:77]4[CH:78]=[N:79][CH:80]=[CH:81][CH:82]=4)=[CH:69]\[CH2:70][CH2:71][CH2:72][CH2:73][C:74]([OH:76])=[O:75])=[CH:66][CH:67]=3)=[N:59]2)=[O:56])[CH2:49][CH2:48][CH2:47][CH2:46][CH2:45]1 |f:0.1,2.3,4.5.6|. Reported procedure: Using the method described above at example 18-G, 1.472 g (3.4 mmol) of (4S)-4,5-dihydro-2-[4-(3-pyridylcarbonyl)phenyl]oxazole-4-[N-(4-cyclohexylbutyl)]-L-serinamide was treated with 3.08 g (6.8 mmol) of (5-carboxypentyl)triphenylphosphonium bromide and 13.6 mL (13.6 mmol) of 1.0 M t-BuOK in 10.0 mL of THF at 0° C. for 2.5 hr. Preparative HPLC with MeOH-AcOH-CH2Cl2 (3:0.5:96.5) yielded ~700 mg (38%) of the title product and ~670 mg (37%) of the β-elimination Wittig product (less polar material)... The reactants are C[S-].[Na+] (Sodium thiomethoxide), NC1=NC(=NC(=N1)Cl)OCC(=O)NC1=CC(=CC=C1)C(F)(F)F (2-(4-Amino-6-chloro-[1,3,5]triazin-2-yloxy)-N-(3-trifluoromethyl-phenyl)-acetamide). Run in C(Cl)Cl (CH2Cl2), C(Cl)Cl (CH2Cl2). Run at time 1 hour. The product is NC1=NC(=NC(=N1)SC)OCC(=O)NC1=CC(=CC=C1)C(F)(F)F (2-(4-Amino-6-methylsulfanyl-[1,3,5]triazin-2-yloxy)-N-(3-trifluoromethyl-phenyl)-acetamide). Yield: 18.2%. Reaction SMILES: [NH2:1][C:2]1[N:7]=[C:6](Cl)[N:5]=[C:4]([O:9][CH2:10][C:11]([NH:13][C:14]2[CH:19]=[CH:18][CH:17]=[C:16]([C:20]([F:23])([F:22])[F:21])[CH:15]=2)=[O:12])[N:3]=1.[CH3:24][S-:25].[Na+]>C(Cl)Cl>[NH2:1][C:2]1[N:7]=[C:6]([S:25][CH3:24])[N:5]=[C:4]([O:9][CH2:10][C:11]([NH:13][C:14]2[CH:19]=[CH:18][CH:17]=[C:16]([C:20]([F:23])([F:22])[F:21])[CH:15]=2)=[O:12])[N:3]=1 |f:1.2|. Procedure: To a 25 mL recovery flask was added 2-(4-Amino-6-chloro-[1,3,5]triazin-2-yloxy)-N-(3-trifluoromethyl-phenyl)-acetamide (33 mg, 0.0950 mmol, 1.0 eq.) and CH2Cl2 (7 mL). Sodium thiomethoxide (20 mg, 0.285 mmol, 3.0 eq.) was added and the resulting solution was stirred at room temperature for 1 h. The reaction was diluted with CH2Cl2 (50 mL) and washed with H2O (1×50 mL) and brine (1×50 mL). The combined aqueous phases were extracted with CH2Cl2 (2×25 mL). The combined organic phases were dried ove...